This data is from the Open Reaction Database (ORD), a public repository of structured organic reaction records. The task is: describe an organic reaction: reactants, conditions, products, and yield Product: ClC1=CC=C([C@H](C[N+](=O)[O-])[C@H]2[C@@H](CCCC2)O)C=C1 (rac-(1R*)-trans-2-[(R*)-4-chloro-α-(nitromethyl)benzyl]cyclohexanol). Solvent: C(C)O (ethanol), C(C)O (ethanol). Reported procedure: A solution of 490 ml (12.1 mmol) of sodium hydroxide in 40 ml of ethanol is added dropwise to a solution of 3.5 g (8.09 mmol) of rac-(1R*)-trans-2-[(R*)-4-chloro-α-(nitromethyl)benzyl]cyclohexyl p-nitrobenzoate in 80 ml of ethanol. The mixture is stirred at room temperature for 16 hours, treated with 1 ml of acetic acid and the solvent is distilled off in a water-jet vacuum. The residue is treated with water, whereupon the mixture is extracted twice with 100 ml of ether each time. The organic ph... Reactants: C(C)(=O)O (acetic acid), [OH-].[Na+] (sodium hydroxide), [N+](=O)([O-])C1=CC=C(C(=O)O[C@H]2[C@@H](CCCC2)[C@H](C2=CC=C(C=C2)Cl)C[N+](=O)[O-])C=C1 (rac-(1R*)-trans-2-[(R*)-4-chloro-α-(nitromethyl)benzyl]cyclohexyl p-nitrobenzoate). RXN SMILES: [OH-].[Na+].[N+](C1C=CC(C([O:12][C@@H:13]2[CH2:18][CH2:17][CH2:16][CH2:15][C@H:14]2[C@@H:19]([CH2:27][N+:28]([O-:30])=[O:29])[C:20]2[CH:25]=[CH:24][C:23]([Cl:26])=[CH:22][CH:21]=2)=O)=CC=1)([O-])=O.C(O)(=O)C>C(O)C>[Cl:26][C:23]1[CH:24]=[CH:25][C:20]([C@@H:19]([C@@H:14]2[CH2:15][CH2:16][CH2:17][CH2:18][C@H:13]2[OH:12])[CH2:27][N+:28]([O-:30])=[O:29])=[CH:21][CH:22]=1 |f:0.1|. Conditions: time 16 hour. Starting materials: NC1=C2C(=CN=CC2=CC=C1)Br (5-amino-4-bromoisoquinoline), [F-].[K+] (potassium fluoride), C(C)(C)(C)C1=CC(=CC(=C1O)C(C)(C)C)C (2,6-di-tert-butyl-p-cresol), Example 1, C(CCC)C(=C(CCCC)CCCC)[Sn] (tri(n-butyl)vinyltin). The reagents and catalysts are C=1C=CC(=CC1)[P](C=2C=CC=CC2)(C=3C=CC=CC3)[Pd]([P](C=4C=CC=CC4)(C=5C=CC=CC5)C=6C=CC=CC6)([P](C=7C=CC=CC7)(C=8C=CC=CC8)C=9C=CC=CC9)[P](C=1C=CC=CC1)(C=1C=CC=CC1)C=1C=CC=CC1 (tetrakis(triphenylphosphine)palladium(0)). The solvent is C(C)(=O)OCC (ethyl acetate), C1(=CC=CC=C1)C (toluene). Run at temperature 110 celsius, time 15 hour. The product is NC1=C2C(=CN=CC2=CC=C1)C=C (5-Amino-4-vinylisoquinoline). As a reaction SMILES: [NH2:1][C:2]1[CH:11]=[CH:10][CH:9]=[C:8]2[C:3]=1[C:4](Br)=[CH:5][N:6]=[CH:7]2.[CH2:13](C([Sn])=C(CCCC)CCCC)[CH2:14]CC.C(C1C(O)=C(C(C)(C)C)C=C(C)C=1)(C)(C)C.[F-].[K+]>C1(C)C=CC=CC=1.C1C=CC([P]([Pd]([P](C2C=CC=CC=2)(C2C=CC=CC=2)C2C=CC=CC=2)([P](C2C=CC=CC=2)(C2C=CC=CC=2)C2C=CC=CC=2)[P](C2C=CC=CC=2)(C2C=CC=CC=2)C2C=CC=CC=2)(C2C=CC=CC=2)C2C=CC=CC=2)=CC=1.C(OCC)(=O)C>[NH2:1][C:2]1[CH:11]=[CH:10][CH:9]=[C:8]2[C:3]=1[C:4]([CH:13]=[CH2:14])=[CH:5][N:6]=[CH:7]2 |f:3.4,^1:14,56,58,77,96|. Reported procedure: A suspension of 5-amino-4-bromoisoquinoline obtained in Reference Example 1 (10 g), tri(n-butyl)vinyltin (21.0 ml, Tokyo Kasei Kogyo), tetrakis(triphenylphosphine)palladium(0) (1.04 g, Aldrich), and 2,6-di-tert-butyl-p-cresol (11.3 mg, Tokyo Kasei Kogyo) in toluene (90 ml) was stirred at 110° C. for 15 hours. The reaction mixture was cooled to room temperature, then added with 10% aqueous potassium fluoride (90 ml), and stirred for 4 hours. The reaction mixture was added with ethyl acetate (100 ... Product: COc1ccncc1CN1CCC(NC(C)C)CC1, O=C(O)c1ccccc1. The reactants are CC(C)(C)OC(C)(C)C, COC(C)(C)C, COc1ccncc1CN1CCC(NC(C)C)CC1, O=C(O)c1ccccc1. RXN SMILES: [C:29]([O:30][C:31]([CH3:32])([CH3:33])[CH3:34])([CH3:35])([CH3:36])[CH3:37].[C:38]([O:39][CH3:40])([CH3:41])([CH3:42])[CH3:43].[CH:10]([CH3:11])([CH3:12])[NH:13][CH:14]1[CH2:15][CH2:16][N:17]([CH2:20][c:21]2[cH:22][n:23][cH:24][cH:25][c:26]2[O:27][CH3:28])[CH2:18][CH2:19]1.[OH:1][C:2](=[O:3])[c:4]1[cH:5][cH:6][cH:7][cH:8][cH:9]1>>[CH:10]([CH3:11])([CH3:12])[NH:13][CH:14]1[CH2:15][CH2:16][N:17]([CH2:20][c:21]2[cH:22][n:23][cH:24][cH:25][c:26]2[O:27][CH3:28])[CH2:18][CH2:19]1.[O:1]=[C:2]([OH:3])[c:4]1[cH:5][cH:6][cH:7][cH:8][cH:9]1. The reactants are CC(C)c1nc(C(=O)N2CCOC3(CCN(Cc4cc(CCO[Si](C)(C)C(C)(C)C)cs4)CC3)C2)cs1, CCCC[N+](CCCC)(CCCC)CCCC, [F-], C1CCOC1. Yields the product CC(C)c1nc(C(=O)N2CCOC3(CCN(Cc4cc(CCO)cs4)CC3)C2)cs1. RXN SMILES: [C:19]([Si:20]([CH3:21])([CH3:22])[O:24][CH2:25][CH2:26][c:27]1[cH:28][c:29]([CH2:32][N:33]2[CH2:34][CH2:35][C:36]3([CH2:37][N:38]([C:42](=[O:43])[c:44]4[n:45][c:46]([CH:49]([CH3:50])[CH3:51])[s:47][cH:48]4)[CH2:39][CH2:40][O:41]3)[CH2:52][CH2:53]2)[s:30][cH:31]1)([CH3:23])([CH3:54])[CH3:55].[CH3:2][CH2:3][CH2:4][CH2:5][N+:6]([CH2:7][CH2:8][CH2:9][CH3:10])([CH2:11][CH2:12][CH2:13][CH3:14])[CH2:15][CH2:16][CH2:17][CH3:18].[F-:1].[O:56]1[CH2:57][CH2:58][CH2:59][CH2:60]1>>[OH:24][CH2:25][CH2:26][c:27]1[cH:28][c:29]([CH2:32][N:33]2[CH2:34][CH2:35][C:36]3([CH2:37][N:38]([C:42](=[O:43])[c:44]4[n:45][c:46]([CH:49]([CH3:50])[CH3:51])[s:47][cH:48]4)[CH2:39][CH2:40][O:41]3)[CH2:52][CH2:53]2)[s:30][cH:31]1.